From a dataset of the Open Reaction Database (ORD), a public repository of structured organic reaction records. describe an organic reaction: reactants, conditions, products, and yield The reactants are O=C1CC(C(=O)O)N(C(=O)OCc2ccccc2)C1, SCCS, CC(=O)O, CCOC(C)=O, O. Yields the product O=C(O)C1CC2(CN1C(=O)OCc1ccccc1)SCCS2. RXN SMILES: [CH2:1]([c:2]1[cH:3][cH:4][cH:5][cH:6][cH:7]1)[O:8][C:9](=[O:10])[N:11]1[CH:12]([C:13](=[O:14])[OH:15])[CH2:16][C:17](=[O:19])[CH2:18]1.[CH2:20]([CH2:21][SH:22])[SH:23].[CH3:25][C:26](=[O:27])[OH:28].[CH3:29][CH2:30][O:31][C:32](=[O:33])[CH3:34].[OH2:24]>>[CH2:1]([c:2]1[cH:3][cH:4][cH:5][cH:6][cH:7]1)[O:8][C:9](=[O:10])[N:11]1[CH:12]([C:13](=[O:14])[OH:15])[CH2:16][C:17]2([CH2:18]1)[S:22][CH2:21][CH2:20][S:23]2. The reactants are OC(CCCl)c1ccccc1, Clc1ccnc2cc[nH]c12. Yields the product ClCCC(c1ccccc1)n1ccc2nccc(Cl)c21. RXN SMILES: [Cl:11][CH2:12][CH2:13][CH:14]([OH:15])[c:16]1[cH:17][cH:18][cH:19][cH:20][cH:21]1.[Cl:1][c:2]1[c:3]2[c:4]([n:5][cH:6][cH:7]1)[cH:8][cH:9][nH:10]2>>[Cl:1][c:2]1[c:3]2[c:4]([n:5][cH:6][cH:7]1)[cH:8][cH:9][n:10]2[CH:14]([CH2:13][CH2:12][Cl:11])[c:16]1[cH:17][cH:18][cH:19][cH:20][cH:21]1. Reactants: ClC1=C(C(=CC=C1)Cl)C(CN)O[Si](CC)(CC)CC (2-(2,6-dichlorophenyl)-2-((triethylsilyl)oxy)ethanamine), CC1(CC1)C=O (1-methylcyclopropanecarbaldehyde), [BH-](OC(=O)C)(OC(=O)C)OC(=O)C.[Na+] (NaBH(OAc)3). The solvent is C(Cl)Cl (DCM). Conditions: time 45 minute. The product is ClC1=C(C(=CC=C1)Cl)C(CNCC1(CC1)C)O[Si](CC)(CC)CC (2-(2,6-dichlorophenyl)-N-((1-methylcyclopropyl)methyl)-2-((triethylsilyl)oxy)ethanamine). The yield is 62.8%. Reaction SMILES: [CH3:1][C:2]1([CH:5]=O)[CH2:4][CH2:3]1.[Cl:7][C:8]1[CH:13]=[CH:12][CH:11]=[C:10]([Cl:14])[C:9]=1[CH:15]([O:18][Si:19]([CH2:24][CH3:25])([CH2:22][CH3:23])[CH2:20][CH3:21])[CH2:16][NH2:17].[BH-](OC(C)=O)(OC(C)=O)OC(C)=O.[Na+]>C(Cl)Cl>[Cl:7][C:8]1[CH:13]=[CH:12][CH:11]=[C:10]([Cl:14])[C:9]=1[CH:15]([O:18][Si:19]([CH2:20][CH3:21])([CH2:24][CH3:25])[CH2:22][CH3:23])[CH2:16][NH:17][CH2:5][C:2]1([CH3:1])[CH2:3][CH2:4]1 |f:2.3|. Procedure: To a mixture of 1-methylcyclopropanecarbaldehyde (32.8 mg, 0.390 mmol) in DCM (2.0 ml) was added 2-(2,6-dichlorophenyl)-2-((triethylsilyl)oxy)ethanamine (125 mg, 0.390 mmol) followed by NaBH(OAc)3 (124 mg, 0.585 mmol). After 45 min, this was quenched with sat. aq. NaHCO3. The layers were separated. The aqueous layer was extracted with DCM. The combined organic layers were concentrated then purified by prep TLC eluted with 5% MeOH/DCM to provide 2-(2,6-dichlorophenyl)-N-((1-methylcyclopropyl)meth...